From a dataset of the Open Reaction Database (ORD), a public repository of structured organic reaction records. describe an organic reaction: reactants, conditions, products, and yield RXN SMILES: [Br:2][c:3]1[cH:4][cH:5][n:6][cH:7][cH:8]1.[CH2:11]([CH2:12][CH2:13][CH2:14][C:15]#[CH:16])[OH:17].[CH2:20]([O:21][C:22](=[O:23])[CH3:24])[CH3:25].[ClH:1].[Cu:18][I:19].[Na+:10].[OH-:9]>>[c:3]1([C:16]#[C:15][CH2:14][CH2:13][CH2:12][CH2:11][OH:17])[cH:4][cH:5][n:6][cH:7][cH:8]1. The reactants are Brc1ccncc1, C#CCCCCO, CCOC(C)=O, Cl, [Cu]I, [Na+], [OH-]. Product: OCCCCC#Cc1ccncc1. Starting materials: O=C1N(Cc2ccccc2Br)CCCC12CCN(c1cnc3ccccc3n1)CC2, Cn1cc(B2OC(C)(C)C(C)(C)O2)cn1, COCCOC, CCO, [Na+], [Na+], O=C([O-])[O-], O. Product: Cn1cc(-c2ccccc2CN2CCCC3(CCN(c4cnc5ccccc5n4)CC3)C2=O)cn1. As a reaction SMILES: [Br:1][c:2]1[c:3]([CH2:4][N:5]2[C:6](=[O:26])[C:7]3([CH2:8][CH2:9][CH2:10]2)[CH2:11][CH2:12][N:13]([c:16]2[n:17][c:18]4[cH:19][cH:20][cH:21][cH:22][c:23]4[n:24][cH:25]2)[CH2:14][CH2:15]3)[cH:27][cH:28][cH:29][cH:30]1.[CH3:31][n:32]1[n:33][cH:34][c:35]([B:37]2[O:38][C:39]([CH3:40])([CH3:41])[C:42]([CH3:43])([CH3:44])[O:45]2)[cH:36]1.[CH3:52][O:53][CH2:54][CH2:55][O:56][CH3:57].[CH3:59][CH2:60][OH:61].[Na+:46].[Na+:47].[O-:48][C:49](=[O:50])[O-:51].[OH2:58]>>[c:2]1(-[c:35]2[cH:34][n:33][n:32]([CH3:31])[cH:36]2)[c:3]([CH2:4][N:5]2[C:6](=[O:26])[C:7]3([CH2:8][CH2:9][CH2:10]2)[CH2:11][CH2:12][N:13]([c:16]2[n:17][c:18]4[cH:19][cH:20][cH:21][cH:22][c:23]4[n:24][cH:25]2)[CH2:14][CH2:15]3)[cH:27][cH:28][cH:29][cH:30]1.